From a dataset of the Open Reaction Database (ORD), a public repository of structured organic reaction records. describe an organic reaction: reactants, conditions, products, and yield The reactants are O=C1CCC(=O)N1Br, COC(=O)CCCCCNc1ncnc2oc(-c3ccccc3)cc12, ClC(Cl)(Cl)Cl. Product: COC(=O)CCCCCNc1ncnc2oc(-c3ccccc3)c(Br)c12. RXN SMILES: [Br:26][N:27]1[C:28](=[O:29])[CH2:30][CH2:31][C:32]1=[O:33].[CH3:1][O:2][C:3]([CH2:4][CH2:5][CH2:6][CH2:7][CH2:8][NH:9][c:10]1[c:11]2[c:12]([n:13][cH:14][n:15]1)[o:16][c:17](-[c:19]1[cH:20][cH:21][cH:22][cH:23][cH:24]1)[cH:18]2)=[O:25].[Cl:34][C:35]([Cl:36])([Cl:37])[Cl:38]>>[CH3:1][O:2][C:3]([CH2:4][CH2:5][CH2:6][CH2:7][CH2:8][NH:9][c:10]1[c:11]2[c:12]([n:13][cH:14][n:15]1)[o:16][c:17](-[c:19]1[cH:20][cH:21][cH:22][cH:23][cH:24]1)[c:18]2[Br:26])=[O:25]. Reactants: ( 12 ), ( I ), carbonitrile, COC(=O)C=1SC=CC1N (methyl-3-amino-thiophene-2-carboxylate), ClC=1C2=C(NC(C1C#N)=O)C=CS2 (7-chloro-5-oxo-4,5-dihydro-thieno[3,2-b]pyridine-6-carbonitrile), COC(CC#N)=O (methylcyanoacetate). Product: COC(=O)C=1SC=CC1NC(CC#N)=O (3-(2-cyano-acetylamino)-thiophene-2-carboxylic acid methyl ester). Reaction SMILES: ClC1C2SC=CC=2N[C:6](=[O:10])[C:7]=1[C:8]#[N:9].[CH3:14][O:15][C:16]([C:18]1[S:19][CH:20]=[CH:21][C:22]=1[NH2:23])=[O:17].COC(=O)CC#N>>[CH3:14][O:15][C:16]([C:18]1[S:19][CH:20]=[CH:21][C:22]=1[NH:23][C:6](=[O:10])[CH2:7][C:8]#[N:9])=[O:17]. Reported procedure: To prepare compounds of structure (I) with R2 as carbonitrile, and R1 and R3 as defined above, 7-chloro-5-oxo-4,5-dihydro-thieno[3,2-b]pyridine-6-carbonitrile, depicted by formula (12), was used as a key intermediate. To prepare this intermediate, methyl-3-amino-thiophene-2-carboxylate was reacted with methylcyanoacetate to yield intermediate 3-(2-cyano-acetylamino)-thiophene-2-carboxylic acid methyl ester, depicted by formula (10). This intermediate was converted to 7-hydroxy-5-oxo-4,5-dihydro-...